Dataset: the Open Reaction Database (ORD), a public repository of structured organic reaction records. Task: describe an organic reaction: reactants, conditions, products, and yield As a reaction SMILES: Br[C:2]1[CH:11]=[CH:10][CH:9]=[C:8]2[C:3]=1[CH2:4][CH2:5][N:6]([C:12](=[O:17])[C:13]([F:16])([F:15])[F:14])[CH2:7]2.[F:18][C:19]([F:27])([F:26])[C:20]([F:25])([F:24])C([O-])=O.[Na+].C1(C)C=CC=CC=1.N>[Cu]I.O.CN(C)C=O>[F:24][C:20]([F:25])([C:2]1[CH:11]=[CH:10][CH:9]=[C:8]2[C:3]=1[CH2:4][CH2:5][N:6]([C:12](=[O:17])[C:13]([F:16])([F:15])[F:14])[CH2:7]2)[C:19]([F:27])([F:26])[F:18] |f:1.2|. The product is FC(C(F)(F)F)(C1=C2CCN(CC2=CC=C1)C(C(F)(F)F)=O)F (5-Pentafluoroethyl-2-trifluoroacetyl-1,2,3,4-tetrahydroisoquinoline). Isolated yield 65.8%. The reactants are BrC1=C2CCN(CC2=CC=C1)C(C(F)(F)F)=O (5-bromo-2-trifluoroacetyl-1,2,3,4-tetrahydroisoquinoline), FC(C(C(=O)[O-])(F)F)(F)F.[Na+] (sodium pentafluoropropionate), C1(=CC=CC=C1)C (toluene), N (ammonia). Reagents/catalysts: [Cu]I (copper (I) iodide). Procedure details: A mixture of 5-bromo-2-trifluoroacetyl-1,2,3,4-tetrahydroisoquinoline (4.0 g, 13 mmol), sodium pentafluoropropionate (4.85 g, 26 mmol), copper (I) iodide (5.22 g, 27.2 mmol), toluene (70 ml) and dimethylformamide (70 ml) was heated under argon with Dean-Stark distillation (70 ml distillate collected), then heated at reflux for 18 h. The mixture was cooled, then poured into a mixture of water (150 ml) and 0.880 ammonia (150 ml). Resulting solution was extracted with dichloromethane (4×100 ml) and... Run in CN(C=O)C (dimethylformamide), O (water). The reactants are COC(=O)NCCc1ccc(Cl)c(CN(C(=O)OC(C)(C)C)C2CC2)c1, ClCCl, Cl. Yields the product COC(=O)NCCc1ccc(Cl)c(CNC2CC2)c1. RXN SMILES: [CH3:2][O:3][C:4]([NH:5][CH2:6][CH2:7][c:8]1[cH:9][c:10]([CH2:15][N:16]([CH:17]2[CH2:18][CH2:19]2)[C:20]([O:21][C:22]([CH3:23])([CH3:24])[CH3:25])=[O:26])[c:11]([Cl:14])[cH:12][cH:13]1)=[O:27].[Cl:28][CH2:29][Cl:30].[ClH:1]>>[CH3:2][O:3][C:4]([NH:5][CH2:6][CH2:7][c:8]1[cH:9][c:10]([CH2:15][NH:16][CH:17]2[CH2:18][CH2:19]2)[c:11]([Cl:14])[cH:12][cH:13]1)=[O:27]. The reactants are COC(C1=C(C=CC=C1)OC1=C(C(=CC=C1)OCCCOC1=C(C=C(C(=C1)O)C1=CC=C(C=C1)F)CC)CCC)=O (2-[2-Propyl-3-[3-[2-ethyl-4-(4-fluorophenyl)-5-hydroxyphenoxy]propoxy]phenoxy]benzoic acid methyl ester), [Na] (sodium). The product is C(CC)C1=C(OC2=C(C(=O)O)C=CC=C2)C=CC=C1OCCCOC1=C(C=C(C(=C1)O)C1=CC=C(C=C1)F)CC (2-[2-Propyl-3-[3-[2-ethyl-4-(4-fluorophenyl)-5-hydroxyphenoxy]propoxy]phenoxy]benzoic acid). The yield is 79.6%. As a reaction SMILES: C[O:2][C:3](=[O:41])[C:4]1[CH:9]=[CH:8][CH:7]=[CH:6][C:5]=1[O:10][C:11]1[CH:16]=[CH:15][CH:14]=[C:13]([O:17][CH2:18][CH2:19][CH2:20][O:21][C:22]2[CH:27]=[C:26]([OH:28])[C:25]([C:29]3[CH:34]=[CH:33][C:32]([F:35])=[CH:31][CH:30]=3)=[CH:24][C:23]=2[CH2:36][CH3:37])[C:12]=1[CH2:38][CH2:39][CH3:40].[Na]>>[CH2:38]([C:12]1[C:13]([O:17][CH2:18][CH2:19][CH2:20][O:21][C:22]2[CH:27]=[C:26]([OH:28])[C:25]([C:29]3[CH:34]=[CH:33][C:32]([F:35])=[CH:31][CH:30]=3)=[CH:24][C:23]=2[CH2:36][CH3:37])=[CH:14][CH:15]=[CH:16][C:11]=1[O:10][C:5]1[CH:6]=[CH:7][CH:8]=[CH:9][C:4]=1[C:3]([OH:41])=[O:2])[CH2:39][CH3:40] |^1:41|. Procedure: 2-[2-Propyl-3-[3-[2-ethyl-4-(4-fluorophenyl)-5-hydroxyphenoxy]propoxy]phenoxy]benzoic acid methyl ester (21.5 g, 38.5 mmoles) was hydrolyzed as described above for the preparation of Example 7. The acid was converted to the sodium salt and purified as described in Example 7 to provide 16.7 g (77%) of the desired title product as a white amorphous solid: NMR (DMSO-d6) 10.50 (bs, 1H, --OH), 7.51 (m, 3H), 7.20 (t, J=7.4 Hz, 1H), 7.13 (m, 2H), 7.00 (m, 2H), 6.95 (s, 1H), 6.67 (dd, J=8.2, 3.3 Hz, 2H)... Starting materials: C(C)(=O)OO (peracetic acid), CC1=[N+](C(=CC=C1)C)[O-] (2,6-dimethylpyridine N-oxide), C1(CCCCC1)C=O (cyclohexanecarboxaldehyde). Solvent: C(C)(=O)OCC (ethyl acetate), C(C)(=O)OCCCC (n-butyl acetate), C(C)(=O)OCCCC (n-butyl acetate). The product is C1(CCCCC1)C(=O)O (cyclohexanecarboxylic acid). The yield is 105.0%. Reaction SMILES: [CH:1]1([CH:7]=[O:8])[CH2:6][CH2:5][CH2:4][CH2:3][CH2:2]1.CC1C=CC=C(C)[N+]=1[O-:17].C(OO)(=O)C>C(OCCCC)(=O)C.C(OCC)(=O)C>[CH:1]1([C:7]([OH:17])=[O:8])[CH2:6][CH2:5][CH2:4][CH2:3][CH2:2]1. Reported procedure: To a stirred solution of 5.0 g (44.6 mmol) of cyclohexanecarboxaldehyde in n-butyl acetate (45 mL) cooled in a wet-ice bath (ca. 2° C.) was added 5.5 g (44.6 mmol) of 2,6-dimethylpyridine N-oxide (2,6-lutidine N-oxide). To this solution was then added slowly dropwise 24.6 mL (66.9 mmol) of a 23.0 weight percent solution of peracetic acid in ethyl acetate, at a rate slow enough such that the reaction temperature did not exceed 10° C. (ca. 20 min). After the initial exotherm, the temperature retur...